Dataset: the Open Reaction Database (ORD), a public repository of structured organic reaction records. Task: describe an organic reaction: reactants, conditions, products, and yield Starting materials: Cl.[N+](=O)([O-])C=1C=C(C=CC1)C=1N=C(SC1)N (4-(3-nitro-phenyl)-thiazol-2-ylamine hydrochloride), COC1=CC=C(C=C1)S(=O)(=O)Cl (4-methoxybenzenesulfonyl chloride), Cl (hydrochloric acid). Run in N1=CC=CC=C1 (pyridine). Reaction conditions: time 30 minute. The product is COC1=CC=C(C=C1)S(=O)(=O)NC=1SC=C(N1)C1=CC(=CC=C1)[N+](=O)[O-] (4-methoxy-N-[4-(3-nitro-phenyl)-thiazol-2-yl]-benzenesulfonamide). The yield is 40.8%. As a reaction SMILES: Cl.[N+:2]([C:5]1[CH:6]=[C:7]([C:11]2[N:12]=[C:13]([NH2:16])[S:14][CH:15]=2)[CH:8]=[CH:9][CH:10]=1)([O-:4])=[O:3].[CH3:17][O:18][C:19]1[CH:24]=[CH:23][C:22]([S:25](Cl)(=[O:27])=[O:26])=[CH:21][CH:20]=1.Cl>N1C=CC=CC=1>[CH3:17][O:18][C:19]1[CH:20]=[CH:21][C:22]([S:25]([NH:16][C:13]2[S:14][CH:15]=[C:11]([C:7]3[CH:8]=[CH:9][CH:10]=[C:5]([N+:2]([O-:4])=[O:3])[CH:6]=3)[N:12]=2)(=[O:27])=[O:26])=[CH:23][CH:24]=1 |f:0.1|. Reported procedure: A mixture of 0.5 g of 4-(3-nitro-phenyl)-thiazol-2-ylamine hydrochloride with 0.44 g of 4-methoxybenzenesulfonyl chloride was stirred overnight with 2 ml of pyridine. The resulting, red colored suspension was poured into 50 ml of 1N hydrochloric acid and the solid which thereby separated was filtered off and dissolved in a mixture of 40 ml of ethanol and 20 ml of 2N sodium hydroxide solution. After the addition of 0.5 g of active charcoal the mixture was stirred at room temperature for 30 minute... The reactants are C1(=CC=CC=C1)N1C2=CC=CC=C2C=2C=C(C=CC12)C=1C=CC=2NC3=CC=CC=C3C2C1 (9-Phenyl-9H,9′H-[3,3′]bicarbazolyl), C(C)(C)(C)P(C(C)(C)C)C(C)(C)C (tri-tert-butylphosphine), BrC=1C=C(C=CC1)C1=NC(=CC(=N1)C1=CC=CC=C1)C1=CC=CC=C1 (2-(3-bromophenyl)-4,6-diphenylpyrimidine), CC(C)(C)[O-].[Na+] (NaOtBu). Reagents/catalysts: CC(=O)[O-].CC(=O)[O-].[Pd+2] (Pd(OAc)2). Solvent: CC=1C=CC(=CC1)C (p-xylene). Yields the product C1(=CC=CC=C1)C1=NC(=NC(=C1)C1=CC=CC=C1)C=1C=C(C=CC1)N1C2=CC=CC=C2C=2C=C(C=CC12)C=1C=CC=2N(C3=CC=CC=C3C2C1)C1=CC=CC=C1 (9-[3-(4,6-Diphenylpyrimidin-2-yl)phenyl]-9′-phenyl-9H,9′H-[3,3]bicarbazolyl). As a reaction SMILES: [C:1]1([N:7]2[C:19]3[CH:18]=[CH:17][C:16]([C:20]4[CH:21]=[CH:22][C:23]5[NH:24][C:25]6[C:30]([C:31]=5[CH:32]=4)=[CH:29][CH:28]=[CH:27][CH:26]=6)=[CH:15][C:14]=3[C:13]3[C:8]2=[CH:9][CH:10]=[CH:11][CH:12]=3)[CH:6]=[CH:5][CH:4]=[CH:3][CH:2]=1.Br[C:34]1[CH:35]=[C:36]([C:40]2[N:45]=[C:44]([C:46]3[CH:51]=[CH:50][CH:49]=[CH:48][CH:47]=3)[CH:43]=[C:42]([C:52]3[CH:57]=[CH:56][CH:55]=[CH:54][CH:53]=3)[N:41]=2)[CH:37]=[CH:38][CH:39]=1.CC([O-])(C)C.[Na+].C(P(C(C)(C)C)C(C)(C)C)(C)(C)C>CC1C=CC(C)=CC=1.CC([O-])=O.CC([O-])=O.[Pd+2]>[C:52]1([C:42]2[CH:43]=[C:44]([C:46]3[CH:51]=[CH:50][CH:49]=[CH:48][CH:47]=3)[N:45]=[C:40]([C:36]3[CH:35]=[C:34]([N:24]4[C:23]5[CH:22]=[CH:21][C:20]([C:16]6[CH:17]=[CH:18][C:19]7[N:7]([C:1]8[CH:6]=[CH:5][CH:4]=[CH:3][CH:2]=8)[C:8]8[C:13]([C:14]=7[CH:15]=6)=[CH:12][CH:11]=[CH:10][CH:9]=8)=[CH:32][C:31]=5[C:30]5[C:25]4=[CH:26][CH:27]=[CH:28][CH:29]=5)[CH:39]=[CH:38][CH:37]=3)[N:41]=2)[CH:57]=[CH:56][CH:55]=[CH:54][CH:53]=1 |f:2.3,6.7.8|. Procedure: 22.00 g (53.86 mmol) of 9-phenyl-9H,9′H-[3,3′]bicarbazolyl 26, 22.93 g (59.24 mmol) of 2-(3-bromophenyl)-4,6-diphenylpyrimidine 14 and 15.81 g (164.47 mmol) of NaOtBu are suspended in 820 ml of p-xylene. 244.79 mg (1.09 mmol) of Pd(OAc)2 and 3.3 ml of a 1M tri-tert-butylphosphine solution are added to this suspension. The reaction mixture is heated under reflux for 19 h. After cooling, the organic phase is separated off, washed three times with 100 ml of water and subsequently evaporated to dryn... Starting materials: S(=O)(Cl)Cl (thionyl chloride), N(=[N+]=[N-])C1=CC=C(C(=O)O)C=C1 (p-azidobenzoic acid), ice water. The solvent is CN(C=O)C (dimethylformamide). Conditions: time 1 hour. Yields the product N(=[N+]=[N-])C1=CC=C(C(=O)Cl)C=C1 (p-azidobenzoyl chloride). As a reaction SMILES: [N:1]([C:4]1[CH:12]=[CH:11][C:7]([C:8](O)=[O:9])=[CH:6][CH:5]=1)=[N+:2]=[N-:3].S(Cl)([Cl:15])=O>CN(C)C=O>[N:1]([C:4]1[CH:12]=[CH:11][C:7]([C:8]([Cl:15])=[O:9])=[CH:6][CH:5]=1)=[N+:2]=[N-:3]. Procedure details: 13.7 g of p-aminobenzoic acid was dispersed in a solution of 100 cc of water and 30 cc of 30% hydrochloric acid in an ordinary manner and the dispersion was cooled with ice. A solution of 8.3 g of sodium nitrite in 50 cc of water was added dropwise to the dispersion to effect the diazotization reaction. A solution of 10.1 g of sodium azide in 70 cc of water was added dropwise to the mixture, stirred for about one hour, filtered and vacuum-dried to obtain p-azidobenzoic acid. 5.4 g of the thus ob... Run at temperature -70 celsius, time 1 hour. The reactants are C(=O)=O (CO2), Cl (HCl), C(C)(C)(C)C1=CC(=CC(=C1)F)C(OC)OC (1-tert-Butyl-3-dimethoxymethyl-5-fluoro-benzene), C(=O)=O (CO2). Run in C1CCOC1 (THF), cyclohexanes. RXN SMILES: [C:1]([C:5]1[CH:10]=[C:9]([F:11])[CH:8]=[C:7]([CH:12]([O:15][CH3:16])[O:13][CH3:14])[CH:6]=1)([CH3:4])([CH3:3])[CH3:2].[C:17](=[O:19])=[O:18].Cl>C1COCC1>[C:1]([C:5]1[CH:10]=[C:9]([F:11])[C:8]([C:17]([OH:19])=[O:18])=[C:7]([CH:12]([O:13][CH3:14])[O:15][CH3:16])[CH:6]=1)([CH3:4])([CH3:2])[CH3:3]. Reported procedure: 1-tert-Butyl-3-dimethoxymethyl-5-fluoro-benzene (333 g, 1.47 moles) was dissolved in THF (10 vol, 3.3 L) and cooled to −70° C. secBuLi (1.4M in cyclohexanes, 1.0 eq, 1000 mL) was added drop-wise over 1.5 hours. The solution was stirred at −70° C. for one hour and then CO2 gas was added to the reaction via a sintered glass gas dispersion tube, while maintaining vigorous stirring. The reaction was allowed to warm with vigorous stirring with adequate venting for release of excess CO2 from the solut... Product: C(C)(C)(C)C1=CC(=C(C(=O)O)C(=C1)F)C(OC)OC (4-tert-Butyl-2-dimethoxymethyl-6-fluoro-benzoic acid). Reactants: C (carbon black), C1=C(NC(=C1Br)Br)C(=O)O (DBPA), C (carbon black), N(=O)[O-].[Na+] (NaNO2), CCOC=1C=CC(=CC1)N (p-phenetidine), [N+](=O)(O)[O-] (nitric acid). Solvent: O (water), O (water), O (water). The product is [N+](=O)([O-])[O-].C(C)OC1=CC=C(C=C1)[N+]#N (4-Ethoxybenzenediazonium nitrate). As a reaction SMILES: C.C1C(Br)=C(Br)[NH:4]C=1C(O)=O.N([O-])=O.[Na+].[CH3:16][CH2:17][O:18][C:19]1[CH:20]=[CH:21][C:22]([NH2:25])=[CH:23][CH:24]=1.[N+:26]([O-:29])([OH:28])=[O:27]>O>[N+:26]([O-:29])([O-:28])=[O:27].[CH2:17]([O:18][C:19]1[CH:24]=[CH:23][C:22]([N+:25]#[N:4])=[CH:21][CH:20]=1)[CH3:16] |f:2.3,7.8|. Reported procedure: A carbon black with a surface area of 58 m2 /g and a DBPA of 46 ml/100 g was used. A suspension of 50 g of this carbon black was prepared by stirring it into 450 g of water. A solution of 5.12 g of NaNO2 in 15 g of cold water was slowly added to a solution of 1.40 g of p-phenetidine and 1.98 g of concentrated nitric acid in 5 g of water that was cooled in an ice bath. 4-Ethoxybenzenediazonium nitrate was formed. After 15 minutes of stirring, the mixture was added to the stirring carbon black sus...